describe an organic reaction: reactants, conditions, products, and yield From a dataset of the Open Reaction Database (ORD), a public repository of structured organic reaction records. The reactants are CCCCCCCCCCCCCCCC[N+](C)(C)C, Cc1ccccc1, CCCCCC, CCCCCCCCCCCCCCCCCCO, [Cl-], ClCC1CO1, [Na+], [OH-]. Yields the product CCCCCCCCCCCCCCCCCCOCC1CO1. As a reaction SMILES: [CH3:28][CH2:29][CH2:30][CH2:31][CH2:32][CH2:33][CH2:34][CH2:35][CH2:36][CH2:37][CH2:38][CH2:39][CH2:40][CH2:41][CH2:42][CH2:43][N+:44]([CH3:45])([CH3:46])[CH3:47].[CH3:48][c:49]1[cH:50][cH:51][cH:52][cH:53][cH:54]1.[CH3:55][CH2:56][CH2:57][CH2:58][CH2:59][CH3:60].[CH3:6][CH2:7][CH2:8][CH2:9][CH2:10][CH2:11][CH2:12][CH2:13][CH2:14][CH2:15][CH2:16][CH2:17][CH2:18][CH2:19][CH2:20][CH2:21][CH2:22][CH2:23][OH:24].[Cl-:27].[Cl:1][CH2:2][CH:3]1[CH2:4][O:5]1.[Na+:26].[OH-:25]>>[CH2:2]([CH:3]1[CH2:4][O:5]1)[O:24][CH2:23][CH2:22][CH2:21][CH2:20][CH2:19][CH2:18][CH2:17][CH2:16][CH2:15][CH2:14][CH2:13][CH2:12][CH2:11][CH2:10][CH2:9][CH2:8][CH2:7][CH3:6]. Starting materials: COc1ncc([N+](=O)[O-])c(C)c1Br, CCOC(C)=O, CN(C)C=O. Product: COc1ncc([N+](=O)[O-])c(C=CN(C)C)c1Br. Reaction SMILES: [Br:1][c:2]1[c:3]([O:12][CH3:13])[n:4][cH:5][c:6]([N+:9](=[O:10])[O-:11])[c:7]1[CH3:8].[CH3:19][CH2:20][O:21][C:22](=[O:23])[CH3:24].[O:14]=[CH:15][N:16]([CH3:17])[CH3:18]>>[Br:1][c:2]1[c:3]([O:12][CH3:13])[n:4][cH:5][c:6]([N+:9](=[O:10])[O-:11])[c:7]1[CH:8]=[CH:15][N:16]([CH3:17])[CH3:18]. Starting materials: B, O=C([O-])[O-], C1CCOC1, CSC, COc1cc(SC)ccc1C(=O)O, CCOC(C)=O, [K+], [K+], O. Product: COc1cc(SC)ccc1CO. As a reaction SMILES: [BH3:17].[C:18](=[O:19])([O-:20])[O-:21].[CH2:30]1[O:31][CH2:32][CH2:33][CH2:34]1.[CH3:14][S:15][CH3:16].[CH3:1][O:2][c:3]1[c:4]([C:5](=[O:6])[OH:7])[cH:8][cH:9][c:10]([S:12][CH3:13])[cH:11]1.[CH3:24][CH2:25][O:26][C:27](=[O:28])[CH3:29].[K+:22].[K+:23].[OH2:35]>>[CH3:1][O:2][c:3]1[c:4]([CH2:5][OH:6])[cH:8][cH:9][c:10]([S:12][CH3:13])[cH:11]1. Run at time 22 hour. Run in C1CCOC1 (THF). Procedure details: To a solution of 7-(4-ethoxyphenyl)-N-[4-[N-(4,4-ethylenedioxycyclohexyl)-N-methylaminomethyl]phenyl]-2,3-dihydro-1-benzoxepine-4-carboxamide (151.5 mg) in THF (10 ml) was added at room temperature 3N hydrochloric acid (2 ml), and the mixture was stirred for 22 hours. To the mixture was added saturated sodium bicarbonate solution, and the mixture was extracted with ethyl acetate. The organic layer was washed with saturated brine and dried with magnesium sulfate. Under reduced pressure, the mixtu... Isolated yield 74.1%. The product is C(C)OC1=CC=C(C=C1)C=1C=CC2=C(C=C(CCO2)C(=O)NC2=CC=C(C=C2)CN(C2CCC(CC2)=O)C)C1 (7-(4-ethoxyphenyl)-N-[4-[N-methyl-N-(4-oxocyclohexyl)aminomethyl]phenyl]-2,3-dihydro-1-benzoxepine-4-carboxamide). RXN SMILES: [CH2:1]([O:3][C:4]1[CH:9]=[CH:8][C:7]([C:10]2[CH:11]=[CH:12][C:13]3[O:19][CH2:18][CH2:17][C:16]([C:20]([NH:22][C:23]4[CH:28]=[CH:27][C:26]([CH2:29][N:30]([CH:32]5[CH2:37][CH2:36][C:35]6(OCC[O:38]6)[CH2:34][CH2:33]5)[CH3:31])=[CH:25][CH:24]=4)=[O:21])=[CH:15][C:14]=3[CH:42]=2)=[CH:6][CH:5]=1)[CH3:2].Cl.C(=O)(O)[O-].[Na+]>C1COCC1>[CH2:1]([O:3][C:4]1[CH:9]=[CH:8][C:7]([C:10]2[CH:11]=[CH:12][C:13]3[O:19][CH2:18][CH2:17][C:16]([C:20]([NH:22][C:23]4[CH:24]=[CH:25][C:26]([CH2:29][N:30]([CH3:31])[CH:32]5[CH2:37][CH2:36][C:35](=[O:38])[CH2:34][CH2:33]5)=[CH:27][CH:28]=4)=[O:21])=[CH:15][C:14]=3[CH:42]=2)=[CH:6][CH:5]=1)[CH3:2] |f:2.3|. The reactants are C(C)OC1=CC=C(C=C1)C=1C=CC2=C(C=C(CCO2)C(=O)NC2=CC=C(C=C2)CN(C)C2CCC3(CC2)OCCO3)C1 (7-(4-ethoxyphenyl)-N-[4-[N-(4,4-ethylenedioxycyclohexyl)-N-methylaminomethyl]phenyl]-2,3-dihydro-1-benzoxepine-4-carboxamide), Cl (hydrochloric acid), C([O-])(O)=O.[Na+] (sodium bicarbonate). Reaction SMILES: Cl.Cl[CH:3]1[C:9]2=[N:10][CH:11]=[CH:12][CH:13]=[C:8]2[CH2:7][CH2:6][CH2:5][CH2:4]1.[NH:14]1[CH2:18][CH2:17][CH2:16][CH2:15]1>O>[N:14]1([CH:3]2[C:9]3=[N:10][CH:11]=[CH:12][CH:13]=[C:8]3[CH2:7][CH2:6][CH2:5][CH2:4]2)[CH2:18][CH2:17][CH2:16][CH2:15]1 |f:0.1|. Reaction conditions: time 5 hour. Run in O (water). Procedure: 5 g of 9-chloro-6,7,8,9-tetrahydro-5H -cyclohepta[b]pyridine hydrochloride were dissolved in 12.5 ml of water and 8 ml of pyrrolidine were added. The mixture was refluxed with vigorous stirring for 5 hours and the excess pyrrolidine was evaporated off under reduced pressure. 25 ml of a saturated solution of sodium bicarbonate and then 50 ml of water were added followed by extraction with methylene chloride. The combined organic phases were washed with water, dried and concentrated to dryness und... Yields the product N1(CCCC1)C1CCCCC=2C1=NC=CC2 (9-(1-pyrrolidinyl)-6,7,8,9-tetrahydro-5H-cyclohepta[b]pyridine). Reactants: Cl.ClC1CCCCC=2C1=NC=CC2 (9-chloro-6,7,8,9-tetrahydro-5H -cyclohepta[b]pyridine hydrochloride), N1CCCC1 (pyrrolidine). Starting materials: CN(C)C=C1C(C2=C(NC(C1)=O)C=CC(=C2)F)=O (4-dimethylaminomethylene-7-fluoro-3,4-dihydro-1H-benzo[b]azepine-2,5-dione), N(C(=N)N)C1=CC=C(C(=O)O)C=C1 (4-guanidinobenzoic acid). Yields the product FC1=CC2=C(NC(CC3=C2N=C(N=C3)NC3=CC=C(C(=O)O)C=C3)=O)C=C1 (4-(10-Fluoro-6-oxo-6,7-dihydro-5H-benzo[b]pyrimido[4,5-d]azepin-2-ylamino)-benzoic acid). RXN SMILES: CN([CH:4]=[C:5]1[CH2:11][C:10](=[O:12])[NH:9][C:8]2[CH:13]=[CH:14][C:15]([F:17])=[CH:16][C:7]=2[C:6]1=O)C.[NH:19]([C:23]1[CH:31]=[CH:30][C:26]([C:27]([OH:29])=[O:28])=[CH:25][CH:24]=1)[C:20]([NH2:22])=[NH:21]>>[F:17][C:15]1[CH:14]=[CH:13][C:8]2[NH:9][C:10](=[O:12])[CH2:11][C:5]3[CH:4]=[N:22][C:20]([NH:19][C:23]4[CH:31]=[CH:30][C:26]([C:27]([OH:29])=[O:28])=[CH:25][CH:24]=4)=[N:21][C:6]=3[C:7]=2[CH:16]=1. Procedure details: In a manner similar to that described for Method H, 4-dimethylaminomethylene-7-fluoro-3,4-dihydro-1H-benzo[b]azepine-2,5-dione (v-f) and 4-guanidinobenzoic acid were converted to I-5 (98%): HRMS Calcd. for C19H13FN4O3: 365.1049, Found 365.1069. The reactants are N(C(=O)OC(C)(C)C)C(=O)OC(C)(C)C (di-tert-butyl iminodicarboxylate), C([O-])(O)=O (bicarbonate), BrCC1=C(C=C(C=C1)F)I (1-(Bromomethyl)-4-fluoro-2-iodobenzene), [H-].[Na+] (NaH). The solvent is CN(C)C=O (DMF), O (water), CN(C)C=O (DMF). Run at time 5 minute. Yields the product FC1=CC(=C(CN(C(=O)OC(C)(C)C)C(=O)OC(C)(C)C)C=C1)I (Di(tert-butyl) 4-fluoro-2-iodobenzylimidodicarbonate). As a reaction SMILES: Br[CH2:2][C:3]1[CH:8]=[CH:7][C:6]([F:9])=[CH:5][C:4]=1[I:10].[H-].[Na+].[NH:13]([C:21]([O:23][C:24]([CH3:27])([CH3:26])[CH3:25])=[O:22])[C:14]([O:16][C:17]([CH3:20])([CH3:19])[CH3:18])=[O:15].C(=O)(O)[O-]>CN(C=O)C.O>[F:9][C:6]1[CH:7]=[CH:8][C:3]([CH2:2][N:13]([C:14]([O:16][C:17]([CH3:20])([CH3:19])[CH3:18])=[O:15])[C:21]([O:23][C:24]([CH3:25])([CH3:26])[CH3:27])=[O:22])=[C:4]([I:10])[CH:5]=1 |f:1.2|. Procedure: A solution of 1-(bromomethyl)-4-fluoro-2-iodobenzene (Example 3, step 1) (5 g, 15.9 mmol) in dry DMF (50 mL) under argon was cooled to 2° C. and treated with NaH (60% dispersion in oil, 0.4 g, 17.5 mmol) and stirred for 5 minutes to give a fine slurry. A solution of di-tert-butyl iminodicarboxylate (Aldrich, 3.8 g, 17.5 mmol) in 20 ml dry DMF was added dropwise, keeping the temperature between 2 and 7° C. After stirring for 1 hr at 0° C., the solution was allowed to warm to room temperature and ... Run in CN(C=O)C (N,N-dimethylformamide), CN(C=O)C (N,N-dimethylformamide). Procedure: 0.51 g (12 mmole) of 55% sodium hydride in mineral oil was suspended in 10 ml of N,N-dimethylformamide, to which was added gradually 2.40 g (15 mmole) of 3-phenyl-5-pyrazolone with stirring at room temperature. After evolution of hydrogen had ceased, to this solution was added dropwise 20 ml of a solution of 6.10 g (10 mmole) of the 1,4-dihydro-2,6-dimethyl-4-(2,3-dichlorophenyl)-3-methoxycarbonylpyridine-5-carboxylic acid 6-tosyloxyhexyl ester obtained in the above Step i in N,N-dimethylformami... As a reaction SMILES: [H-].[Na+].[C:3]1([C:9]2[N:10]=[N:11][C:12](=[O:14])[CH:13]=2)[CH:8]=[CH:7][CH:6]=[CH:5][CH:4]=1.[H][H].S(O[CH2:28][CH2:29][CH2:30][CH2:31][CH2:32][CH2:33][O:34][C:35]([C:37]1[CH:38]([C:49]2[CH:54]=[CH:53][CH:52]=[C:51]([Cl:55])[C:50]=2[Cl:56])[C:39]([C:45]([O:47][CH3:48])=[O:46])=[C:40]([CH3:44])[NH:41][C:42]=1[CH3:43])=[O:36])(C1C=CC(C)=CC=1)(=O)=O>CN(C)C=O>[C:3]1([C:9]2[NH:10][N:11]=[C:12]([O:14][CH2:28][CH2:29][CH2:30][CH2:31][CH2:32][CH2:33][O:34][C:35]([C:37]3[CH:38]([C:49]4[CH:54]=[CH:53][CH:52]=[C:51]([Cl:55])[C:50]=4[Cl:56])[C:39]([C:45]([O:47][CH3:48])=[O:46])=[C:40]([CH3:44])[NH:41][C:42]=3[CH3:43])=[O:36])[CH:13]=2)[CH:4]=[CH:5][CH:6]=[CH:7][CH:8]=1 |f:0.1|. Yields the product C1(=CC=CC=C1)C1=CC(=NN1)OCCCCCCOC(=O)C=1C(C(=C(NC1C)C)C(=O)OC)C1=C(C(=CC=C1)Cl)Cl (1,4-dihydro-2,6-dimethyl-4-(2,3-dichlorophenyl)-3-methoxycarbonylpyridine-5-carboxylic acid 6-(5-phenyl-3-pyrazolyloxy)hexyl ester). The reactants are solution, S(=O)(=O)(C1=CC=C(C)C=C1)OCCCCCCOC(=O)C=1C(C(=C(NC1C)C)C(=O)OC)C1=C(C(=CC=C1)Cl)Cl (1,4-dihydro-2,6-dimethyl-4-(2,3-dichlorophenyl)-3-methoxycarbonylpyridine-5-carboxylic acid 6-tosyloxyhexyl ester), [H-].[Na+] (sodium hydride), C1(=CC=CC=C1)C=1N=NC(C1)=O (3-phenyl-5-pyrazolone), [H][H] (hydrogen), ice water. Reaction conditions: time 4 hour. The yield is 43.9%.